Dataset: the Open Reaction Database (ORD), a public repository of structured organic reaction records. Task: describe an organic reaction: reactants, conditions, products, and yield Starting materials: C(C=C)C1=C(C=NC=C1Br)C(C1=CC(=C(C#N)C=C1)F)O (4-[(4-allyl-5-bromo-pyridin-3-yl)-hydroxy-methyl]-2-fluoro-benzonitrile). Reagents/catalysts: O=[Mn]=O (MnO2). The solvent is C(Cl)Cl (CH2Cl2). Product: C(C=C)C1=C(C=NC=C1Br)C(=O)C1=CC(=C(C#N)C=C1)F (4-(4-allyl-5-bromo-pyridine-3-carbonyl)-2-fluoro-benzonitrile). As a reaction SMILES: [CH2:1]([C:4]1[C:9]([Br:10])=[CH:8][N:7]=[CH:6][C:5]=1[CH:11]([OH:21])[C:12]1[CH:19]=[CH:18][C:15]([C:16]#[N:17])=[C:14]([F:20])[CH:13]=1)[CH:2]=[CH2:3]>C(Cl)Cl.O=[Mn]=O>[CH2:1]([C:4]1[C:9]([Br:10])=[CH:8][N:7]=[CH:6][C:5]=1[C:11]([C:12]1[CH:19]=[CH:18][C:15]([C:16]#[N:17])=[C:14]([F:20])[CH:13]=1)=[O:21])[CH:2]=[CH2:3]. Reported procedure: To a solution of 4-[(4-allyl-5-bromo-pyridine-3-yl)-hydroxy-methyl]-2-fluoro-benzonitrile (as described above in Step B) (0.42 g, 1.21 mmol) in CH2Cl2 (50 mL) was added MnO2 (1.58 g, 18.1 mmol). After 6 hr the reaction was filtered and the CH2Cl2 was removed in vacuo to obtain the title compound. The reactants are C(#N)[Cu] (CuCN), C(#N)[Cu] (CuCN), C(CCC)C1=C(C(=NC(=N1)C)I)CC1=CC=C(C=C1)I (6-butyl-4-iodo-2-methyl-5-[(4-iodophenyl)methyl]pyrimidine). Solvent: C(Cl)Cl (CH2Cl2), N1=CC=CC=C1 (pyridine), N1=CC=CC=C1 (pyridine). Reaction conditions: time 5 minute. Product: C(CCC)C1=C(C(=NC(=N1)C)C#N)CC1=CC=C(C=C1)I (6-Butyl-4-cyano-2-methyl-5-[(4-iodophenyl)methyl]pyrimidine). The yield is 87.5%. As a reaction SMILES: [C:1]([Cu])#[N:2].[CH2:4]([C:8]1[N:13]=[C:12]([CH3:14])[N:11]=[C:10](I)[C:9]=1[CH2:16][C:17]1[CH:22]=[CH:21][C:20]([I:23])=[CH:19][CH:18]=1)[CH2:5][CH2:6][CH3:7]>N1C=CC=CC=1.C(Cl)Cl>[CH2:4]([C:8]1[N:13]=[C:12]([CH3:14])[N:11]=[C:10]([C:1]#[N:2])[C:9]=1[CH2:16][C:17]1[CH:18]=[CH:19][C:20]([I:23])=[CH:21][CH:22]=1)[CH2:5][CH2:6][CH3:7]. Procedure details: A mixture of 800 mg (8.94 mmol) CuCN and 10 mL pyridine was heated to 110° C. until all of the CuCN went into solution (7 minutes). To this mixture was added a solution of 440 mg (0.894 mmol) 6-butyl-4-iodo-2-methyl-5-[(4-iodophenyl)methyl]pyrimidine in 3 mL pyridine. After 5 minutes, the reaction mixture was cooled to room temperature, diluted with CH2Cl2, filtered through powdered cellulose flock, stripped of solvent in vacuo, and was medium pressure chromatographed on silica gel using 13% EtO... Reactants: COC(C(CC1CCCC1)C1=CC(=C(C=C1)S(=O)(=O)C)C#N)=O (2-(3-cyano-4-methanesulfonyl-phenyl)-3-cyclopentyl-propionic acid methyl ester), [OH-].[Li+] (lithium hydroxide), C(C)(=O)OCC (ethyl acetate). The solvent is O1CCCC1 (tetrahydrofuran). Run at temperature 25 celsius, time 2.5 hour. The product is C(#N)C=1C=C(C=CC1S(=O)(=O)C)C(C(=O)O)CC1CCCC1 (2-(3-cyano-4-methanesulfonyl-phenyl)-3-cyclopentyl-propionic acid). Reaction SMILES: C[O:2][C:3](=[O:23])[CH:4]([C:11]1[CH:16]=[CH:15][C:14]([S:17]([CH3:20])(=[O:19])=[O:18])=[C:13]([C:21]#[N:22])[CH:12]=1)[CH2:5][CH:6]1[CH2:10][CH2:9][CH2:8][CH2:7]1.[OH-].[Li+].C(OCC)(=O)C>O1CCCC1>[C:21]([C:13]1[CH:12]=[C:11]([CH:4]([CH2:5][CH:6]2[CH2:7][CH2:8][CH2:9][CH2:10]2)[C:3]([OH:23])=[O:2])[CH:16]=[CH:15][C:14]=1[S:17]([CH3:20])(=[O:18])=[O:19])#[N:22] |f:1.2|. Procedure details: A solution of 2-(3-cyano-4-methanesulfonyl-phenyl)-3-cyclopentyl-propionic acid methyl ester (4.84 g, 14.4 mol) in tetrahydrofuran (25 mL) was treated with a 0.8M aqueous lithium hydroxide solution (27 mL, 21.6 mmol). The reaction mixture was stirred at 25° C. for 2.5 h. The reaction mixture was partitioned between water and ethyl acetate and then acidified to pH=2 with a 10% aqueous hydrochloric acid solution. The layers were shaken and separated. The resulting organic layer was washed with a s... Starting materials: ClCCCCCCCC (1-chlorooctane), C1=CC=C(C=C1)[O-].[Na+] (sodium phenate), product. Run at temperature 140 celsius. Yields the product O(C1=CC=CC=C1)CCCCCCCC (1-Phenoxyoctane). Yield: 96.0%. As a reaction SMILES: Cl[CH2:2][CH2:3][CH2:4][CH2:5][CH2:6][CH2:7][CH2:8][CH3:9].[CH:10]1[CH:15]=[CH:14][C:13]([O-:16])=[CH:12][CH:11]=1.[Na+]>>[O:16]([CH2:2][CH2:3][CH2:4][CH2:5][CH2:6][CH2:7][CH2:8][CH3:9])[C:13]1[CH:14]=[CH:15][CH:10]=[CH:11][CH:12]=1 |f:1.2|. Procedure details: Into a 100 ml reactor equipped with a reflux condenser and a magnetic stirrer, 17 g 1-chlorooctane, 1.16 g anhydrous sodium phenate and 0.31 g of the product prepared according to Example 1, were introduced. The mixture was heated to 140° C. for 3 hours, 30 minutes. 1-Phenoxyoctane was obtained in a yield of 96%. The mixture was filtered after cooling and the precipitate washed with water and methanol.